This data is from the Open Reaction Database (ORD), a public repository of structured organic reaction records. The task is: describe an organic reaction: reactants, conditions, products, and yield Reactants: C(#N)[BH3-].[Na+] (Sodium cyanoborohydride), BrC=1C=C2C=CC(=C(C2=CC1)CN1C2=C(OC3(CCOCC3)[C@@H](C1=O)NC([C@H](C)N)=O)C=CC=C2)OC ((S)-N-((S)-5-((6-bromo-2-methoxynaphthalen-1-yl)methyl)-4-oxo-2′,3′,4,5,5′,6′-hexahydro-3H-spiro[benzo[b][1,4]oxazepine-2,4′-pyran]-3-yl)-2-amino-propanamide), C1C(OCC(O1)O)O (glycolaldehyde dimer), C(C)(=O)O (acetic acid). Run in CO (MeOH), Cl (HCl), O (H2O). Run at time 8 hour. Yields the product BrC=1C=C2C=CC(=C(C2=CC1)CN1C2=C(OC3(CCOCC3)[C@@H](C1=O)NC([C@H](C)NCCO)=O)C=CC=C2)OC ((S)-N-((S)-5-((6-Bromo-2-methoxynaphthalen-1-yl)methyl)-4-oxo-2′,3′,4,5,5′,6′-hexahydro-3H-spiro[benzo[b][1,4]oxazepine-2,4′-pyran]-3-yl)-2-(2-hydroxyethyl amino)propanamide). Yield: 163.3%. As a reaction SMILES: C([BH3-])#N.[Na+].[Br:5][C:6]1[CH:7]=[C:8]2[C:13](=[CH:14][CH:15]=1)[C:12]([CH2:16][N:17]1[C:28](=[O:29])[C@@H:27]([NH:30][C:31](=[O:35])[C@@H:32]([NH2:34])[CH3:33])[C:21]3([CH2:26][CH2:25][O:24][CH2:23][CH2:22]3)[O:20][C:19]3[CH:36]=[CH:37][CH:38]=[CH:39][C:18]1=3)=[C:11]([O:40][CH3:41])[CH:10]=[CH:9]2.[CH2:42]1OC(O)C[O:44][CH:43]1O.C(O)(=O)C>CO.Cl.O>[Br:5][C:6]1[CH:7]=[C:8]2[C:13](=[CH:14][CH:15]=1)[C:12]([CH2:16][N:17]1[C:28](=[O:29])[C@@H:27]([NH:30][C:31](=[O:35])[C@@H:32]([NH:34][CH2:42][CH2:43][OH:44])[CH3:33])[C:21]3([CH2:22][CH2:23][O:24][CH2:25][CH2:26]3)[O:20][C:19]3[CH:36]=[CH:37][CH:38]=[CH:39][C:18]1=3)=[C:11]([O:40][CH3:41])[CH:10]=[CH:9]2 |f:0.1|. Reported procedure: Sodium cyanoborohydride (5.14 mg, 81.8 μmol, Eq: 1.50) was added to a solution of (S)-N-((S)-5-((6-bromo-2-methoxynaphthalen-1-yl)methyl)-4-oxo-2′,3′,4,5,5′,6′-hexahydro-3H-spiro[benzo[b][1,4]oxazepine-2,4′-pyran]-3-yl)-2-amino-propanamide (31 mg, 54.5 μmol, Eq: 1.00), glycolaldehyde dimer (3.6 mg, 30.0 μmol, Eq: 0.55) and acetic acid (3.27 mg, 3.15 μl, 54.5 μmol, Eq: 1.00) in MeOH (1 mL) and the mixture was stirred at RT overnight. The mixture was diluted with 1 N HCl and H2O/1 N NaOH was added...